Dataset: the Open Reaction Database (ORD), a public repository of structured organic reaction records. Task: describe an organic reaction: reactants, conditions, products, and yield Reactants: O=Cc1cc(O)ccc1Br, CCOC(=O)c1ccc(Cl)nc1OCC, [K+], [K+], O=C([O-])[O-], CN(C)C=O. Yields the product CCOC(=O)c1ccc(Oc2ccc(Br)c(C=O)c2)nc1OCC. RXN SMILES: [Br:16][c:17]1[c:18]([CH:19]=[O:20])[cH:21][c:22]([OH:25])[cH:23][cH:24]1.[Cl:1][c:2]1[n:3][c:4]([O:13][CH2:14][CH3:15])[c:5]([C:6](=[O:7])[O:8][CH2:9][CH3:10])[cH:11][cH:12]1.[K+:26].[K+:27].[O-:28][C:29]([O-:30])=[O:31].[O:32]=[CH:33][N:34]([CH3:35])[CH3:36]>>[c:2]1([O:25][c:22]2[cH:21][c:18]([CH:19]=[O:20])[c:17]([Br:16])[cH:24][cH:23]2)[n:3][c:4]([O:13][CH2:14][CH3:15])[c:5]([C:6](=[O:7])[O:8][CH2:9][CH3:10])[cH:11][cH:12]1. Starting materials: NC1=CC(=C(C(=O)O)C=C1[N+](=O)[O-])F (4-amino-5-nitro-2-fluoro-benzoic acid), S(=O)(Cl)Cl (thionyl chloride). As a reaction SMILES: [NH2:1][C:2]1[C:10]([N+:11]([O-:13])=[O:12])=[CH:9][C:5]([C:6](O)=[O:7])=[C:4]([F:14])[CH:3]=1.S(Cl)([Cl:17])=O>ClCCCl>[NH2:1][C:2]1[C:10]([N+:11]([O-:13])=[O:12])=[CH:9][C:5]([C:6]([Cl:17])=[O:7])=[C:4]([F:14])[CH:3]=1. Solvent: ClCCCl (1,2-dichloroethane). The yield is 99.0%. Reported procedure: Prepared analogously to example 53a from 4-amino-5-nitro-2-fluoro-benzoic acid and thionyl chloride in 1,2-dichloroethane. Yield: 99% Yields the product NC1=CC(=C(C(=O)Cl)C=C1[N+](=O)[O-])F (4-Amino-5-nitro-2-fluoro-benzoyl chloride). Starting materials: [BH4-], CC(=O)O, CO, NCCCC(NC(=O)CNC(=O)COc1ccc(C2C(SCC(=O)c3ccc(F)cc3)C(=O)N2c2ccc(F)cc2)cc1)C(=O)O, [Na+]. Reaction SMILES: [BH4-:47].[CH3:49][C:50](=[O:51])[OH:52].[CH3:53][OH:54].[F:1][c:2]1[cH:3][cH:4][c:5]([N:8]2[CH:9]([c:24]3[cH:25][cH:26][c:27]([O:28][CH2:29][C:30](=[O:31])[NH:32][CH2:33][C:34](=[O:35])[NH:36][CH:37]([CH2:38][CH2:39][CH2:40][NH2:41])[C:42](=[O:43])[OH:44])[cH:45][cH:46]3)[CH:10]([S:13][CH2:14][C:15](=[O:16])[c:17]3[cH:18][cH:19][c:20]([F:23])[cH:21][cH:22]3)[C:11]2=[O:12])[cH:6][cH:7]1.[Na+:48]>>[F:1][c:2]1[cH:3][cH:4][c:5]([N:8]2[CH:9]([c:24]3[cH:25][cH:26][c:27]([O:28][CH2:29][C:30](=[O:31])[NH:32][CH2:33][C:34](=[O:35])[NH:36][CH:37]([CH2:38][CH2:39][CH2:40][NH2:41])[C:42](=[O:43])[OH:44])[cH:45][cH:46]3)[CH:10]([S:13][CH2:14][CH:15]([OH:16])[c:17]3[cH:18][cH:19][c:20]([F:23])[cH:21][cH:22]3)[C:11]2=[O:12])[cH:6][cH:7]1. Product: NCCCC(NC(=O)CNC(=O)COc1ccc(C2C(SCC(O)c3ccc(F)cc3)C(=O)N2c2ccc(F)cc2)cc1)C(=O)O. Starting materials: Cl.S1C=C(C=C1)C(=C1CCN(CC1)C)C1=CSC=C1 (4-(di-3-thienyl-methylene)-N-methyl-piperidine hydrochloride), PdBaSO4. The solvent is CO (methanol). Yields the product S1C=C(C=C1)C(C1CCN(CC1)C)C1=CSC=C1 (4-(Di-3-thienyl-methyl)-N-methyl-piperidine). Isolated yield 11.0%. Reaction SMILES: Cl.[S:2]1[CH:6]=[CH:5][C:4]([C:7]([C:15]2[CH:19]=[CH:18][S:17][CH:16]=2)=[C:8]2[CH2:13][CH2:12][N:11]([CH3:14])[CH2:10][CH2:9]2)=[CH:3]1>CO>[S:2]1[CH:6]=[CH:5][C:4]([CH:7]([C:15]2[CH:19]=[CH:18][S:17][CH:16]=2)[CH:8]2[CH2:13][CH2:12][N:11]([CH3:14])[CH2:10][CH2:9]2)=[CH:3]1 |f:0.1|. Procedure: 9.5 grams (0.03 mole) of 4-(di-3-thienyl-methylene)-N-methyl-piperidine hydrochloride were dissolved in 270 ml of methanol and hydrogenated in the presence of 9.5 grams of PdBaSO4 (9.25% Pd) at 65° C. and 5 bar. The purification was carried out by dry column chromatography on silica gel (elution agent: chloroform/methanol=95%/5% by volume) and recrystallization from chloroform/petroleum ether. M.P. of the hydrochloride 251°-253° C.; Yield: 11%. The reactants are Cl (hydrogen chloride), [Na] (sodium), CO (methanol), CC1=[N+](C=C(C(=C1)[N+](=O)[O-])C)[O-] (2,5-dimethyl-4-nitropyridine 1-oxide). Solvent: C(C)(=O)OCC (ethyl acetate). Product: COC1=CC(=[N+](C=C1C)[O-])C (4-methoxy-2,5-dimethylpyridine 1-oxide). As a reaction SMILES: [Na].[CH3:2][OH:3].[CH3:4][C:5]1[CH:10]=[C:9]([N+]([O-])=O)[C:8]([CH3:14])=[CH:7][N+:6]=1[O-:15].Cl>C(OCC)(=O)C>[CH3:2][O:3][C:9]1[C:8]([CH3:14])=[CH:7][N+:6]([O-:15])=[C:5]([CH3:4])[CH:10]=1 |^1:0|. Procedure details: 12.2 g of sodium were dissolved 2 1 of methanol under argon, whereupon 60 g of 2,5-dimethyl-4-nitropyridine 1-oxide were added portionwise and the solution was left to boil under reflux overnight. The pH was adjusted to 7 with 5N hydrogen chloride in ethyl acetate while cooling and the mixture was evaporated in vacuo. The residue was taken up in 1 1 of methylene chloride, the solution was filtered through silica gel, which was rinsed with 0.4 1 of methylene chloride, and the combined filtrates w... Starting materials: CC(C)(C)c1ncc(N)c(-c2ccccc2)n1, Cl, O=C=Nc1cccc(Oc2ccccc2)c1. Yields the product CC(C)(C)c1ncc(NC(=O)Nc2cccc(Oc3ccccc3)c2)c(-c2ccccc2)n1. RXN SMILES: [C:2]([CH3:3])([CH3:4])([CH3:5])[c:6]1[n:7][cH:8][c:9]([NH2:18])[c:10](-[c:12]2[cH:13][cH:14][cH:15][cH:16][cH:17]2)[n:11]1.[ClH:1].[N:19](=[C:20]=[O:21])[c:22]1[cH:23][c:24]([O:25][c:26]2[cH:27][cH:28][cH:29][cH:30][cH:31]2)[cH:32][cH:33][cH:34]1>>[C:2]([CH3:3])([CH3:4])([CH3:5])[c:6]1[n:7][cH:8][c:9]([NH:18][C:20]([NH:19][c:22]2[cH:23][c:24]([O:25][c:26]3[cH:27][cH:28][cH:29][cH:30][cH:31]3)[cH:32][cH:33][cH:34]2)=[O:21])[c:10](-[c:12]2[cH:13][cH:14][cH:15][cH:16][cH:17]2)[n:11]1.